From a dataset of the Open Reaction Database (ORD), a public repository of structured organic reaction records. describe an organic reaction: reactants, conditions, products, and yield Reactants: CC(CC(C(=O)OC)OC(C(F)(F)F)C1=CC=CC=C1)C (methyl 4-methyl-2-(2,2,2-trifluoro-1-phenylethoxy)pentanoate), [I-].[Li+] (lithium iodide), Cl (HCl), Cl (HCl). Solvent: N1=CC=CC=C1 (pyridine). Reaction conditions: temperature 140 celsius. The product is CC(CC(C(=O)O)OC(C(F)(F)F)C1=CC=CC=C1)C (4-methyl-2-(2,2,2-trifluoro-1-phenylethoxy)pentanoic acid). As a reaction SMILES: [CH3:1][CH:2]([CH3:21])[CH2:3][CH:4]([O:9][CH:10]([C:15]1[CH:20]=[CH:19][CH:18]=[CH:17][CH:16]=1)[C:11]([F:14])([F:13])[F:12])[C:5]([O:7]C)=[O:6].[I-].[Li+].Cl>N1C=CC=CC=1>[CH3:1][CH:2]([CH3:21])[CH2:3][CH:4]([O:9][CH:10]([C:15]1[CH:16]=[CH:17][CH:18]=[CH:19][CH:20]=1)[C:11]([F:13])([F:14])[F:12])[C:5]([OH:7])=[O:6] |f:1.2|. Procedure: To a suspension of methyl 4methyl-2-(2,2,2-trifluoro-1-phenylethoxy)pentanoate from example 69 step 3 (0.63 mmol, 241 mg) in pyridine (7 mL), lithium iodide (1.26 mmol, 168 mg) was added and the mixture was heated at 140° C. for 24 h. The mixture was cooled to r.t. HCl 10% (20 mL) was added and HCl 12 N was added until pH 1. The mixture was extracted with ethyl acetate (50 mL) 3×. The combined extracts were dried over anhydrous MgSO4 and concentrated. The crude title acid was used without furthe... RXN SMILES: [NH2:1][C:2]1[CH:3]=[C:4]2[C:8](=[CH:9][CH:10]=1)[NH:7][CH:6]=[C:5]2[CH:11]1[CH2:16][CH2:15][N:14]([CH3:17])[CH2:13][CH2:12]1.[CH2:18]([N:21]=[C:22]=[O:23])[CH:19]=[CH2:20]>>[CH2:18]([NH:21][C:22]([NH:1][C:2]1[CH:3]=[C:4]2[C:8](=[CH:9][CH:10]=1)[NH:7][CH:6]=[C:5]2[CH:11]1[CH2:16][CH2:15][N:14]([CH3:17])[CH2:13][CH2:12]1)=[O:23])[CH:19]=[CH2:20]. Reported procedure: Beginning with 15.0 mg 0.0655 mMol) 5-amino-3-(1-methyl-piperidin-4-yl)-1H-indole and 11.1 mg (0.131 mMol) allyl isocyanate, 19.6 mg (96%) of the title compound were recovered. Starting materials: NC=1C=C2C(=CNC2=CC1)C1CCN(CC1)C (5-amino-3-(1-methyl-piperidin-4-yl)-1H-indole), C(C=C)N=C=O (allyl isocyanate). Product: C(C=C)NC(=O)NC=1C=C2C(=CNC2=CC1)C1CCN(CC1)C (N-allyl-N'-(3-(1-methylpiperidin-4-yl)-1H-indol-5-yl)urea). Isolated yield 96.0%. Reactants: C(C1=CC=CC=C1)OC1=CC=C(C2=C1N=C(S2)NC(C2=CC=C(C=C2)CCl)=O)N2CCOCC2 (N-(4-benzyloxy-7-morpholin-4-yl-benzothiazol-2-yl)-4-chloromethyl-benzamide), COCCNC ((2-methoxy-ethyl)-methyl-amine). Yields the product C(C1=CC=CC=C1)OC1=CC=C(C2=C1N=C(S2)NC(C2=CC=C(C=C2)CN(C)CCOC)=O)N2CCOCC2 (N-(4-Benzyloxy-7-morpholin-4-yl-benzothiazol-2-yl)-4-{[(2-methoxy-ethyl)-methyl-amino]-methyl}-benzamide). Reaction SMILES: [CH2:1]([O:8][C:9]1[C:14]2[N:15]=[C:16]([NH:18][C:19](=[O:28])[C:20]3[CH:25]=[CH:24][C:23]([CH2:26]Cl)=[CH:22][CH:21]=3)[S:17][C:13]=2[C:12]([N:29]2[CH2:34][CH2:33][O:32][CH2:31][CH2:30]2)=[CH:11][CH:10]=1)[C:2]1[CH:7]=[CH:6][CH:5]=[CH:4][CH:3]=1.[CH3:35][O:36][CH2:37][CH2:38][NH:39][CH3:40]>>[CH2:1]([O:8][C:9]1[C:14]2[N:15]=[C:16]([NH:18][C:19](=[O:28])[C:20]3[CH:25]=[CH:24][C:23]([CH2:26][N:39]([CH2:38][CH2:37][O:36][CH3:35])[CH3:40])=[CH:22][CH:21]=3)[S:17][C:13]=2[C:12]([N:29]2[CH2:34][CH2:33][O:32][CH2:31][CH2:30]2)=[CH:11][CH:10]=1)[C:2]1[CH:7]=[CH:6][CH:5]=[CH:4][CH:3]=1. Reported procedure: Using N-(4-benzyloxy-7-morpholin-4-yl-benzothiazol-2-yl)-4-chloromethyl-benzamide and (2-methoxy-ethyl)-methyl-amine the title compound was prepared using the general procedure C as white solid (69%), MS: m/e=547 (M+H+).